From a dataset of the Open Reaction Database (ORD), a public repository of structured organic reaction records. describe an organic reaction: reactants, conditions, products, and yield Starting materials: C[Si](C)(C)CCOCN(c1c(Cl)cc(F)cc1Cl)c1nc2ccc(Br)cc2c2c(=O)n(COCC[Si](C)(C)C)ccc12, C1COCCN1, C1COCCO1, O=C(C=Cc1ccccc1)C=Cc1ccccc1, O=C(C=Cc1ccccc1)C=Cc1ccccc1, O=C(C=Cc1ccccc1)C=Cc1ccccc1, [Pd], [Pd]. Product: C[Si](C)(C)CCOCN(c1c(Cl)cc(F)cc1Cl)c1nc2ccc(N3CCOCC3)cc2c2c(=O)n(COCC[Si](C)(C)C)ccc12. RXN SMILES: [Br:1][c:2]1[cH:3][c:4]2[c:5]([n:6][c:7]([N:23]([CH2:24][O:25][CH2:26][CH2:27][Si:28]([CH3:29])([CH3:30])[CH3:31])[c:32]3[c:33]([Cl:40])[cH:34][c:35]([F:39])[cH:36][c:37]3[Cl:38])[c:8]3[cH:9][cH:10][n:11]([CH2:15][O:16][CH2:17][CH2:18][Si:19]([CH3:20])([CH3:21])[CH3:22])[c:12](=[O:14])[c:13]23)[cH:41][cH:42]1.[CH2:43]1[CH2:44][O:45][CH2:46][CH2:47][NH:48]1.[O:49]1[CH2:50][CH2:51][O:52][CH2:53][CH2:54]1.[O:57]=[C:58]([CH:59]=[CH:60][c:61]1[cH:62][cH:63][cH:64][cH:65][cH:66]1)[CH:67]=[CH:68][c:69]1[cH:70][cH:71][cH:72][cH:73][cH:74]1.[O:75]=[C:76]([CH:77]=[CH:78][c:79]1[cH:80][cH:81][cH:82][cH:83][cH:84]1)[CH:85]=[CH:86][c:87]1[cH:88][cH:89][cH:90][cH:91][cH:92]1.[O:93]=[C:94]([CH:95]=[CH:96][c:97]1[cH:98][cH:99][cH:100][cH:101][cH:102]1)[CH:103]=[CH:104][c:105]1[cH:106][cH:107][cH:108][cH:109][cH:110]1.[Pd:55].[Pd:56]>>[c:2]1([N:48]2[CH2:43][CH2:44][O:45][CH2:46][CH2:47]2)[cH:3][c:4]2[c:5]([n:6][c:7]([N:23]([CH2:24][O:25][CH2:26][CH2:27][Si:28]([CH3:29])([CH3:30])[CH3:31])[c:32]3[c:33]([Cl:40])[cH:34][c:35]([F:39])[cH:36][c:37]3[Cl:38])[c:8]3[cH:9][cH:10][n:11]([CH2:15][O:16][CH2:17][CH2:18][Si:19]([CH3:20])([CH3:21])[CH3:22])[c:12](=[O:14])[c:13]23)[cH:41][cH:42]1.